The task is: describe an organic reaction: reactants, conditions, products, and yield. This data is from the Open Reaction Database (ORD), a public repository of structured organic reaction records. Starting materials: ClC(C(=O)C1=CC=C2CN(C3=C(CN21)C=CC=C3)C(=O)C3=CC(=C(C=C3)C3=C(C=CC=C3)C)OC)(Cl)Cl (2,2,2-Trichloro-1-{10-[(2-methoxy-2′-methyl-1,1′-biphenyl-4-yl)carbonyl]-10,11-dihydro-5H-pyrrolo[2,1-c][1,4]benzodiazepin-3-yl}ethanone), C1(=CC=CC=C1)CCCN (3-phenylpropylamine). Product: COC1=C(C=CC(=C1)C(=O)N1CC=2N(CC3=C1C=CC=C3)C(=CC2)C(=O)NCCCC2=CC=CC=C2)C2=C(C=CC=C2)C (10-[(2-METHOXY-2′-METHYL-1,1′-BIPHENYL-4-YL)CARBONYL]-N-(3-PHENYLPROPYL)-10,11-DIHYDRO-5H-PYRROLO[2,1-C][1,4]BENZODIAZEPINE-3-CARBOXAMIDE). RXN SMILES: ClC(Cl)(Cl)[C:3]([C:5]1[N:14]2[C:8]([CH2:9][N:10]([C:19]([C:21]3[CH:26]=[CH:25][C:24]([C:27]4[CH:32]=[CH:31][CH:30]=[CH:29][C:28]=4[CH3:33])=[C:23]([O:34][CH3:35])[CH:22]=3)=[O:20])[C:11]3[CH:18]=[CH:17][CH:16]=[CH:15][C:12]=3[CH2:13]2)=[CH:7][CH:6]=1)=[O:4].[C:38]1([CH2:44][CH2:45][CH2:46][NH2:47])[CH:43]=[CH:42][CH:41]=[CH:40][CH:39]=1>>[CH3:35][O:34][C:23]1[CH:22]=[C:21]([C:19]([N:10]2[C:11]3[CH:18]=[CH:17][CH:16]=[CH:15][C:12]=3[CH2:13][N:14]3[C:5]([C:3]([NH:47][CH2:46][CH2:45][CH2:44][C:38]4[CH:43]=[CH:42][CH:41]=[CH:40][CH:39]=4)=[O:4])=[CH:6][CH:7]=[C:8]3[CH2:9]2)=[O:20])[CH:26]=[CH:25][C:24]=1[C:27]1[CH:32]=[CH:31][CH:30]=[CH:29][C:28]=1[CH3:33]. Reported procedure: The title compound was prepared in the manner of Example 36 from 2,2,2-trichloro-1-{10-[(2-methoxy-2′-methyl-1,1′-biphenyl-4-yl)carbonyl]-10,11-dihydro-5H-pyrrolo[2,1-c][1,4]benzodiazepin-3-yl}ethanone of Example 35 and 3-phenylpropylamine. Purification was performed using HPLC with a normal phase column. Elution with a mixture of etoxynonafluorobutane and methanol gave the title compound in 87% yield, m.p. 191° C. MS [(+)ESI, m/z]: 570 [M+H]+ Starting materials: ClC=1C=CC(=C(C1)C1=C(CCC1)C1=CC=CC(=N1)C(=O)O)O (6-{2-[5-Chloro-2-(hydroxy)-phenyl]-cyclopent-1-enyl}-pyridine-2-carboxylic acid), ClC1=CC=C(CBr)C=C1 (4-chlorobenzyl bromide), C([O-])([O-])=O.[K+].[K+] (potassium carbonate). The solvent is CC(CC)=O (2-butanone). Product: ClC1=CC=C(COC(=O)C2=NC(=CC=C2)C2=C(CCC2)C2=C(C=CC(=C2)Cl)OCC2=CC=C(C=C2)Cl)C=C1 (6-{2-[5-Chloro-2-(4-chloro-benzyloxy)-phenyl]-cyclopent-1-enyl}-pyridine-2-carboxylic acid 4-chloro-benzyl ester). As a reaction SMILES: [Cl:1][C:2]1[CH:3]=[CH:4][C:5]([OH:22])=[C:6]([C:8]2[CH2:12][CH2:11][CH2:10][C:9]=2[C:13]2[N:18]=[C:17]([C:19]([OH:21])=[O:20])[CH:16]=[CH:15][CH:14]=2)[CH:7]=1.[Cl:23][C:24]1[CH:31]=[CH:30][C:27]([CH2:28]Br)=[CH:26][CH:25]=1.C(=O)([O-])[O-].[K+].[K+]>CC(=O)CC>[Cl:23][C:24]1[CH:31]=[CH:30][C:27]([CH2:28][O:20][C:19]([C:17]2[CH:16]=[CH:15][CH:14]=[C:13]([C:9]3[CH2:10][CH2:11][CH2:12][C:8]=3[C:6]3[CH:7]=[C:2]([Cl:1])[CH:3]=[CH:4][C:5]=3[O:22][CH2:28][C:27]3[CH:30]=[CH:31][C:24]([Cl:23])=[CH:25][CH:26]=3)[N:18]=2)=[O:21])=[CH:26][CH:25]=1 |f:2.3.4|. Procedure details: 6-{2-[5-Chloro-2-(hydroxy)-phenyl]-cyclopent-1-enyl}-pyridine-2-carboxylic acid (97 mg, 0.30 mmol) was refluxed in 2-butanone (4 mL) with 4-chlorobenzyl bromide (140 mg, 0.70 mmol) and potassium carbonate (1.0 g) under nitrogen for five hours. The reaction mixture was then filtered through highflo, evaporated down to an oil and chromatographed on a Water's sep-pak (10 g) with ether/iso-hexane (15/85) to give (160 mg, 92%). The reactants are Oc1cccc(Br)c1, BrCCCBr, O=C([O-])[O-], CC(C)=O, [K+], [K+]. Yields the product BrCCCOc1cccc(Br)c1. RXN SMILES: [Br:1][c:2]1[cH:3][c:4]([OH:8])[cH:5][cH:6][cH:7]1.[Br:9][CH2:10][CH2:11][CH2:12][Br:13].[C:14](=[O:15])([O-:16])[O-:17].[CH3:20][C:21](=[O:22])[CH3:23].[K+:18].[K+:19]>>[Br:1][c:2]1[cH:3][c:4]([O:8][CH2:12][CH2:11][CH2:10][Br:9])[cH:5][cH:6][cH:7]1. The reactants are BrC=1C=C2C(=C(C=NC2=CC1)C(CC(C)C)=O)Cl (1-(6-bromo-4-chloroquinolin-3-yl)-3-methylbutan-1-one), N[C@@H]1CC[C@H](CC1)NC(OC(C)(C)C)=O (tert-butyl trans-4-aminocyclohexylcarbamate). The product is BrC=1C=C2C(=C(C=NC2=CC1)C(CC(C)C)=O)N[C@@H]1CC[C@H](CC1)NC(OC(C)(C)C)=O (tert-Butyl trans-4-{6-bromo-3-(3-methylbutanoyl)quinolin-4-ylamino}cyclohexylcarbamate). Isolated yield 55.7%. As a reaction SMILES: [Br:1][C:2]1[CH:3]=[C:4]2[C:9](=[CH:10][CH:11]=1)[N:8]=[CH:7][C:6]([C:12](=[O:17])[CH2:13][CH:14]([CH3:16])[CH3:15])=[C:5]2Cl.[NH2:19][C@H:20]1[CH2:25][CH2:24][C@H:23]([NH:26][C:27](=[O:33])[O:28][C:29]([CH3:32])([CH3:31])[CH3:30])[CH2:22][CH2:21]1>>[Br:1][C:2]1[CH:3]=[C:4]2[C:9](=[CH:10][CH:11]=1)[N:8]=[CH:7][C:6]([C:12](=[O:17])[CH2:13][CH:14]([CH3:16])[CH3:15])=[C:5]2[NH:19][C@H:20]1[CH2:25][CH2:24][C@H:23]([NH:26][C:27](=[O:33])[O:28][C:29]([CH3:31])([CH3:30])[CH3:32])[CH2:22][CH2:21]1. Reported procedure: Following general procedure B, 1-(6-bromo-4-chloroquinolin-3-yl)-3-methylbutan-1-one (309 mg, 0.950 mmol) was reacted with tert-butyl trans-4-aminocyclohexylcarbamate (407 mg, 1.90 mmol) to afford the desired product (267 mg, 56%) as a yellow solid: ESI MS m/z 504 [C20H26BrN3O+H]+. Reactants: ClC1=C2C=C(NC2=CC(=C1)Cl)C(=O)OCC (ethyl 4,6-dichloroindole-2-carboxylate), [H-].[Na+] (NaH), IC (iodomethane). Run in CN(C)C=O (DMF), hexanes. Run at temperature 0 celsius, time 2.5 minute. Yields the product ClC1=C2C=C(N(C2=CC(=C1)Cl)C)C(=O)OCC (Ethyl 4,6-dichloro-1-methyl-1H-indole-2-carboxylate). Isolated yield 97.4%. As a reaction SMILES: [H-].[Na+].[Cl:3][C:4]1[CH:12]=[C:11]([Cl:13])[CH:10]=[C:9]2[C:5]=1[CH:6]=[C:7]([C:14]([O:16][CH2:17][CH3:18])=[O:15])[NH:8]2.I[CH3:20]>CN(C=O)C>[Cl:3][C:4]1[CH:12]=[C:11]([Cl:13])[CH:10]=[C:9]2[C:5]=1[CH:6]=[C:7]([C:14]([O:16][CH2:17][CH3:18])=[O:15])[N:8]2[CH3:20] |f:0.1|. Procedure details: NaH (60% dispersion in mineral oil, 0.24 g, 6 mmole) was washed with hexanes, then was suspended in anhydrous DMF (16 mL). The mixture was cooled to 0° C., and ethyl 4,6-dichloroindole-2-carboxylate (1.03 g, 4 mmole) was added. After 2-3 min, iodomethane (1.3 mL, 20 mmole) was added, and the mixture was warmed to RT. The mixture became thick, and stirring became difficult for several minutes. After 0.5 hr, the reaction was cooled to 0° C. and quenched with 10% NH4Cl (2 mL). The mixture was conce... The reactants are CC#N, NC(=O)c1ccc(Cl)nc1OCC(F)F, [Na+], [OH-], O=P(Cl)(Cl)Cl. Yields the product N#Cc1ccc(Cl)nc1OCC(F)F. As a reaction SMILES: [CH3:23][C:24]#[N:25].[Cl:6][c:7]1[n:8][c:9]([O:16][CH2:17][CH:18]([F:19])[F:20])[c:10]([C:11](=[O:12])[NH2:13])[cH:14][cH:15]1.[Na+:22].[OH-:21].[P:1]([Cl:2])([Cl:3])([Cl:4])=[O:5]>>[Cl:6][c:7]1[n:8][c:9]([O:16][CH2:17][CH:18]([F:19])[F:20])[c:10]([C:11]#[N:13])[cH:14][cH:15]1. Starting materials: F[B-](F)(F)F, Brc1cnn(C(c2ccccc2)(c2ccccc2)c2ccccc2)c1, CC(C)(C)[PH+](C(C)(C)C)C(C)(C)C, C1COCCO1, OB(O)c1cccnc1Cl, [F-], [K+], O=C(C=Cc1ccccc1)C=Cc1ccccc1, O=C(C=Cc1ccccc1)C=Cc1ccccc1, O=C(C=Cc1ccccc1)C=Cc1ccccc1, [Pd], [Pd]. The product is Clc1ncccc1-c1cnn(C(c2ccccc2)(c2ccccc2)c2ccccc2)c1. As a reaction SMILES: [B-:38]([F:39])([F:40])([F:41])[F:42].[Br:1][c:2]1[cH:3][n:4][n:5]([C:7]([c:8]2[cH:9][cH:10][cH:11][cH:12][cH:13]2)([c:14]2[cH:15][cH:16][cH:17][cH:18][cH:19]2)[c:20]2[cH:21][cH:22][cH:23][cH:24][cH:25]2)[cH:6]1.[C:43]([PH+:44]([C:45]([CH3:46])([CH3:47])[CH3:48])[C:49]([CH3:50])([CH3:51])[CH3:52])([CH3:53])([CH3:54])[CH3:55].[CH2:112]1[O:113][CH2:114][CH2:115][O:116][CH2:117]1.[Cl:28][c:29]1[n:30][cH:31][cH:32][cH:33][c:34]1[B:35]([OH:36])[OH:37].[F-:26].[K+:27].[O:58]=[C:59]([CH:60]=[CH:61][c:62]1[cH:63][cH:64][cH:65][cH:66][cH:67]1)[CH:68]=[CH:69][c:70]1[cH:71][cH:72][cH:73][cH:74][cH:75]1.[O:76]=[C:77]([CH:78]=[CH:79][c:80]1[cH:81][cH:82][cH:83][cH:84][cH:85]1)[CH:86]=[CH:87][c:88]1[cH:89][cH:90][cH:91][cH:92][cH:93]1.[O:94]=[C:95]([CH:96]=[CH:97][c:98]1[cH:99][cH:100][cH:101][cH:102][cH:103]1)[CH:104]=[CH:105][c:106]1[cH:107][cH:108][cH:109][cH:110][cH:111]1.[Pd:56].[Pd:57]>>[c:2]1(-[c:34]2[c:29]([Cl:28])[n:30][cH:31][cH:32][cH:33]2)[cH:3][n:4][n:5]([C:7]([c:8]2[cH:9][cH:10][cH:11][cH:12][cH:13]2)([c:14]2[cH:15][cH:16][cH:17][cH:18][cH:19]2)[c:20]2[cH:21][cH:22][cH:23][cH:24][cH:25]2)[cH:6]1. The reactants are Fc1ccc(CBr)cc1Br, CC(C)(C)OC(=O)CN=C(c1ccccc1)c1ccccc1, CCOCC, ClCCl, O. The product is CC(C)(C)OC(=O)C(Cc1ccc(F)c(Br)c1)N=C(c1ccccc1)c1ccccc1. Reaction SMILES: [Br:26][c:27]1[cH:28][c:29]([CH2:30][Br:31])[cH:32][cH:33][c:34]1[F:35].[C:1]([CH3:2])([CH3:3])([CH3:4])[O:5][C:6]([CH2:7][N:8]=[C:9]([c:10]1[cH:11][cH:12][cH:13][cH:14][cH:15]1)[c:16]1[cH:17][cH:18][cH:19][cH:20][cH:21]1)=[O:22].[CH3:36][CH2:37][O:38][CH2:39][CH3:40].[Cl:23][CH2:24][Cl:25].[OH2:41]>>[C:1]([CH3:2])([CH3:3])([CH3:4])[O:5][C:6]([CH:7]([N:8]=[C:9]([c:10]1[cH:11][cH:12][cH:13][cH:14][cH:15]1)[c:16]1[cH:17][cH:18][cH:19][cH:20][cH:21]1)[CH2:30][c:29]1[cH:28][c:27]([Br:26])[c:34]([F:35])[cH:33][cH:32]1)=[O:22].